Dataset: the Open Reaction Database (ORD), a public repository of structured organic reaction records. Task: describe an organic reaction: reactants, conditions, products, and yield Reported procedure: To a stirring solution of methyl 2-methyl-2-(methylsulfonyl)-4-(4-((trimethylsilyl)ethynyl)phenyl)butanoate (9.4, 4.4 g, 12.0 mmol) in methanol (80 mL) was added K2CO3 (100 mg, 0.720 mmol) and the reaction was stirred at room temperature for 3 hr. The reaction mixture was filtered through celite, concentrated under reduced pressure to give a residue, which was dissolved in DCM, filtered and concentrated under reduced pressure to yield methyl 4-(4-ethynylphenyl)-2-methyl-2-(methylsulfonyl)butanoa... Isolated yield 70.5%. Reaction SMILES: [CH3:1][C:2]([S:21]([CH3:24])(=[O:23])=[O:22])([CH2:7][CH2:8][C:9]1[CH:14]=[CH:13][C:12]([C:15]#[C:16][Si](C)(C)C)=[CH:11][CH:10]=1)[C:3]([O:5][CH3:6])=[O:4].C([O-])([O-])=O.[K+].[K+]>CO.C(Cl)Cl>[C:15]([C:12]1[CH:11]=[CH:10][C:9]([CH2:8][CH2:7][C:2]([CH3:1])([S:21]([CH3:24])(=[O:22])=[O:23])[C:3]([O:5][CH3:6])=[O:4])=[CH:14][CH:13]=1)#[CH:16] |f:1.2.3|. The product is C(#C)C1=CC=C(C=C1)CCC(C(=O)OC)(S(=O)(=O)C)C (methyl 4-(4-ethynylphenyl)-2-methyl-2-(methylsulfonyl)butanoate). Reactants: CC(C(=O)OC)(CCC1=CC=C(C=C1)C#C[Si](C)(C)C)S(=O)(=O)C (methyl 2-methyl-2-(methylsulfonyl)-4-(4-((trimethylsilyl)ethynyl)phenyl)butanoate), C(=O)([O-])[O-].[K+].[K+] (K2CO3). Solvent: C(Cl)Cl (DCM), CO (methanol). Reaction conditions: time 3 hour. Reactants: COC1=CC=C(C(=O)O)C=C1 (4-methoxybenzoic acid), C(C)#N (acetonitrile), N,N'-carbonyldiimidazole, NC1=NC2=NC(=CC=C2C=C1)Cl (2-amino-7-chloro-1,8-naphthyridine). The solvent is O (water). Conditions: temperature 4 celsius. Yields the product ClC1=CC=C2C=CC(=NC2=N1)NC(C1=CC=C(C=C1)OC)=O (N-(7-chloro-1,8-naphthyridin-2-yl)-4-methoxybenzamide). The yield is 55.7%. RXN SMILES: [CH3:1][O:2][C:3]1[CH:11]=[CH:10][C:6]([C:7]([OH:9])=O)=[CH:5][CH:4]=1.[NH2:12][C:13]1[CH:22]=[CH:21][C:20]2[C:15](=[N:16][C:17]([Cl:23])=[CH:18][CH:19]=2)[N:14]=1.C(#N)C>O>[Cl:23][C:17]1[N:16]=[C:15]2[C:20]([CH:21]=[CH:22][C:13]([NH:12][C:7](=[O:9])[C:6]3[CH:5]=[CH:4][C:3]([O:2][CH3:1])=[CH:11][CH:10]=3)=[N:14]2)=[CH:19][CH:18]=1. Procedure: The procedure is similar to that described in Example 1, but starting with 4-methoxybenzoic acid (4.6 g), N,N'-carbonyldiimidazole (4.9 g) and 2-amino-7-chloro-1,8-naphthyridine (3.6 g). The product produced by precipitation in water (4.3 g; m.p. 208° C.) is dissolved in boiling acetonitrile (660 cc). After 3 hours' cooling at 4° C., the crystallised solid is separated by filtration, washed with acetonitrile (3×20 cc) and dried at 50° C. under reduced pressure (0.067 kPa). N-(7-chloro-1,8-naphth... The reactants are OC1=C(N(C=CC1=O)C)C (3-Hydroxy-1,2-dimethylpyridin-4(1H)-one), [N+](=O)([O-])C1=C(C=CC(=C1)[N+](=O)[O-])S(=O)(=O)Cl (2,4-dinitrobenzenesulfonyl chloride). Solvent: N1=CC=CC=C1 (pyridine). The product is [N+](=O)([O-])C1=C(C=CC(=C1)[N+](=O)[O-])S(=O)(=O)OC1=C(N(C=CC1=O)C)C (1,2-Dimethyl-4-oxo-1,4-dihydropyridin-3-yl 2,4-dinitrobenzenesulfonate). Isolated yield 23.0%. Reaction SMILES: [OH:1][C:2]1[C:7](=[O:8])[CH:6]=[CH:5][N:4]([CH3:9])[C:3]=1[CH3:10].[N+:11]([C:14]1[CH:19]=[C:18]([N+:20]([O-:22])=[O:21])[CH:17]=[CH:16][C:15]=1[S:23](Cl)(=[O:25])=[O:24])([O-:13])=[O:12]>N1C=CC=CC=1>[N+:11]([C:14]1[CH:19]=[C:18]([N+:20]([O-:22])=[O:21])[CH:17]=[CH:16][C:15]=1[S:23]([O:1][C:2]1[C:7](=[O:8])[CH:6]=[CH:5][N:4]([CH3:9])[C:3]=1[CH3:10])(=[O:25])=[O:24])([O-:13])=[O:12]. Procedure: 3-Hydroxy-1,2-dimethylpyridin-4(1H)-one (0.10 g, 0.73 mmol) was reacted with 2,4-dinitrobenzenesulfonyl chloride (0.3 g, 1.1 mmol) in 10 mL of pyridine to afford PZBG-3d in 23% yield (0.07 g, 0.2 mmol). 1H NMR (400 MHz, CDCl3) δ=8.83 (d, J=2.8 Hz 1H), 8.37 (dd, J1=9.6 Hz, J2=2.8 Hz, 1H), 7.82 (d, J=7.6 Hz, 1H), 7.03 (d, J=9.2 Hz, 1H), 6.25 (d, J=7.6 Hz, 1H), 3.68 (s, 3H), 2.31 (s, 3H). 13C NMR (100 MHz, CDCl3) δ=169.35, 154.98, 144.00, 142.61, 141.42, 140.76, 138.54, 129.69, 122.24, 118.15, 116....